Dataset: the Open Reaction Database (ORD), a public repository of structured organic reaction records. Task: describe an organic reaction: reactants, conditions, products, and yield The solvent is C(Cl)(Cl)(Cl)Cl (CCl4). The product is BrC1=C(C2=C(S1)C=CC=C2)C2=CC=C(C=C2)S(=O)(=O)C (2-Bromo-3-(4-(methanesulfonyl)phenyl)benzo[b]thiophene). Run at temperature 25 celsius, time 2 hour. Procedure: To a solution of 3-(4-(methanesulfonyl)phenyl)benzo[b]thiophene (1 g) from Step 2 in CH2Cl2 (70 mL) one equivalent of a 1M Br2 solution in CCl4 was added. The mixture was stirred at 25° C. for 2 hrs, then a 10% Na2S2O3 solution was added. After extraction with EtOAc, the organic layers were washed with a saturated solution of NaHCO3 (3×), brine, and dried over MgSO4, filtered and the solvent evaporated under vacuum. Purification by column chromatography using 5% EtOAc in toluene afforded the tit... As a reaction SMILES: [CH3:1][S:2]([C:5]1[CH:10]=[CH:9][C:8]([C:11]2[C:12]3[CH:19]=[CH:18][CH:17]=[CH:16][C:13]=3[S:14][CH:15]=2)=[CH:7][CH:6]=1)(=[O:4])=[O:3].C(Cl)Cl.[Br:23]Br.[O-]S([O-])(=S)=O.[Na+].[Na+]>C(Cl)(Cl)(Cl)Cl>[Br:23][C:15]1[S:14][C:13]2[CH:16]=[CH:17][CH:18]=[CH:19][C:12]=2[C:11]=1[C:8]1[CH:9]=[CH:10][C:5]([S:2]([CH3:1])(=[O:4])=[O:3])=[CH:6][CH:7]=1 |f:3.4.5|. Starting materials: [O-]S(=O)(=S)[O-].[Na+].[Na+] (Na2S2O3), CS(=O)(=O)C1=CC=C(C=C1)C=1C2=C(SC1)C=CC=C2 (3-(4-(Methanesulfonyl)phenyl)benzo[b]thiophene), C(Cl)Cl (CH2Cl2), BrBr (Br2). The reactants are O=C([O-])[O-], CN(C)C=O, [K+], [K+], N#Cc1ccc([N+](=O)[O-])cc1C#N, Oc1ccccc1. Product: N#Cc1ccc(Oc2ccccc2)cc1C#N. Reaction SMILES: [C:21](=[O:22])([O-:23])[O-:24].[CH3:27][N:28]([CH3:29])[CH:30]=[O:31].[K+:25].[K+:26].[N+:8]([O-:9])(=[O:10])[c:11]1[cH:12][c:13]([C:19]#[N:20])[c:14]([C:15]#[N:16])[cH:17][cH:18]1.[OH:1][c:2]1[cH:3][cH:4][cH:5][cH:6][cH:7]1>>[O:1]([c:2]1[cH:3][cH:4][cH:5][cH:6][cH:7]1)[c:11]1[cH:12][c:13]([C:19]#[N:20])[c:14]([C:15]#[N:16])[cH:17][cH:18]1. Reactants: O=C([O-])[O-], O=C(Cl)OCc1ccccc1, CCCCCC, [K+], [K+], Nc1ccccc1SCc1ncon1, C1COCCO1. The product is O=C(Nc1ccccc1SCc1ncon1)OCc1ccccc1. Reaction SMILES: [C:26](=[O:27])([O-:28])[O-:29].[CH2:1]([c:2]1[cH:3][cH:4][cH:5][cH:6][cH:7]1)[O:8][C:9](=[O:10])[Cl:11].[CH3:32][CH2:33][CH2:34][CH2:35][CH2:36][CH3:37].[K+:30].[K+:31].[NH2:12][c:13]1[c:14]([S:19][CH2:20][c:21]2[n:22][o:23][cH:24][n:25]2)[cH:15][cH:16][cH:17][cH:18]1.[O:38]1[CH2:39][CH2:40][O:41][CH2:42][CH2:43]1>>[CH2:1]([c:2]1[cH:3][cH:4][cH:5][cH:6][cH:7]1)[O:8][C:9](=[O:10])[NH:12][c:13]1[c:14]([S:19][CH2:20][c:21]2[n:22][o:23][cH:24][n:25]2)[cH:15][cH:16][cH:17][cH:18]1. Starting materials: Fc1ccccc1CBr, CNC(=O)c1ccc(CC2CCC(C(O[Si](C)(C)C(C)(C)C)c3ccccc3)N2C(=O)OC(C)(C)C)cc1, [H-], [Na+], CN(C)C=O, O. Product: CN(Cc1ccccc1F)C(=O)c1ccc(CC2CCC(C(O[Si](C)(C)C(C)(C)C)c3ccccc3)N2C(=O)OC(C)(C)C)cc1. Reaction SMILES: [Br:41][CH2:42][c:43]1[c:44]([F:49])[cH:45][cH:46][cH:47][cH:48]1.[C:3]([CH3:4])([CH3:5])([CH3:6])[Si:7]([O:8][CH:9]([CH:10]1[N:11]([C:26](=[O:27])[O:28][C:29]([CH3:30])([CH3:31])[CH3:32])[CH:12]([CH2:15][c:16]2[cH:17][cH:18][c:19]([C:22]([NH:23][CH3:24])=[O:25])[cH:20][cH:21]2)[CH2:13][CH2:14]1)[c:33]1[cH:34][cH:35][cH:36][cH:37][cH:38]1)([CH3:39])[CH3:40].[H-:2].[Na+:1].[O:51]=[CH:52][N:53]([CH3:54])[CH3:55].[OH2:50]>>[C:3]([CH3:4])([CH3:5])([CH3:6])[Si:7]([O:8][CH:9]([CH:10]1[N:11]([C:26](=[O:27])[O:28][C:29]([CH3:30])([CH3:31])[CH3:32])[CH:12]([CH2:15][c:16]2[cH:17][cH:18][c:19]([C:22]([N:23]([CH3:24])[CH2:42][c:43]3[c:44]([F:49])[cH:45][cH:46][cH:47][cH:48]3)=[O:25])[cH:20][cH:21]2)[CH2:13][CH2:14]1)[c:33]1[cH:34][cH:35][cH:36][cH:37][cH:38]1)([CH3:39])[CH3:40]. Reactants: CN1CCNCC1, CC#N, ClCc1cccc(OCc2ccc3ccccc3n2)c1, Cl. Product: CN1CCN(Cc2cccc(OCc3ccc4ccccc4n3)c2)CC1. RXN SMILES: [CH3:22][N:23]1[CH2:24][CH2:25][NH:26][CH2:27][CH2:28]1.[CH3:29][C:30]#[N:31].[Cl:2][CH2:3][c:4]1[cH:5][c:6]([O:7][CH2:8][c:9]2[n:10][c:11]3[cH:12][cH:13][cH:14][cH:15][c:16]3[cH:17][cH:18]2)[cH:19][cH:20][cH:21]1.[ClH:1]>>[CH2:3]([c:4]1[cH:5][c:6]([O:7][CH2:8][c:9]2[n:10][c:11]3[cH:12][cH:13][cH:14][cH:15][c:16]3[cH:17][cH:18]2)[cH:19][cH:20][cH:21]1)[N:26]1[CH2:25][CH2:24][N:23]([CH3:22])[CH2:28][CH2:27]1. The reactants are CS(=O)(=O)N1CCN(CC1)CC1=CC=2N=C(N=C(C2S1)N1CCOCC1)SC (6-(4-methanesulfonyl-piperazin-1-ylmethyl)-2-methylsulfanyl-4-morpholin-4-yl-thieno[3,2-d]pyrimidine), CNC1=NC=C(C=N1)[Sn](CCCC)(CCCC)CCCC (methyl-(5-tributylstannyl-pyrimidin-2-yl)-amine). The reagents and catalysts are CSC.[Cu]Br (copper(I)bromide-dimethyl sulfide), C=1C=CC(=CC1)[P](C=2C=CC=CC2)(C=3C=CC=CC3)[Pd]([P](C=4C=CC=CC4)(C=5C=CC=CC5)C=6C=CC=CC6)([P](C=7C=CC=CC7)(C=8C=CC=CC8)C=9C=CC=CC9)[P](C=1C=CC=CC1)(C=1C=CC=CC1)C=1C=CC=CC1 (tetrakis(triphenylphosphine)palladium). The solvent is C(C)(=O)OCC (ethyl acetate), COCCOC (1,2-dimethoxyethane). Run at time 10 minute. The product is CNC1=NC=C(C=N1)C=1N=C(C2=C(N1)C=C(S2)CN2CCN(CC2)S(=O)(=O)C)N2CCOCC2 (N-methyl-5-(6-((4-(methylsulfonyl)piperazin-1-yl)methyl)-4-morpholinothieno[3,2-d]pyrimidin-2-yl)pyrimidin-2-amine). Reaction SMILES: [CH3:1][S:2]([N:5]1[CH2:10][CH2:9][N:8]([CH2:11][C:12]2[S:20][C:19]3[C:18]([N:21]4[CH2:26][CH2:25][O:24][CH2:23][CH2:22]4)=[N:17][C:16](SC)=[N:15][C:14]=3[CH:13]=2)[CH2:7][CH2:6]1)(=[O:4])=[O:3].[CH3:29][NH:30][C:31]1[N:36]=[CH:35][C:34]([Sn](CCCC)(CCCC)CCCC)=[CH:33][N:32]=1>COCCOC.C(OCC)(=O)C.CSC.[Cu]Br.C1C=CC([P]([Pd]([P](C2C=CC=CC=2)(C2C=CC=CC=2)C2C=CC=CC=2)([P](C2C=CC=CC=2)(C2C=CC=CC=2)C2C=CC=CC=2)[P](C2C=CC=CC=2)(C2C=CC=CC=2)C2C=CC=CC=2)(C2C=CC=CC=2)C2C=CC=CC=2)=CC=1>[CH3:29][NH:30][C:31]1[N:36]=[CH:35][C:34]([C:16]2[N:17]=[C:18]([N:21]3[CH2:22][CH2:23][O:24][CH2:25][CH2:26]3)[C:19]3[S:20][C:12]([CH2:11][N:8]4[CH2:9][CH2:10][N:5]([S:2]([CH3:1])(=[O:4])=[O:3])[CH2:6][CH2:7]4)=[CH:13][C:14]=3[N:15]=2)=[CH:33][N:32]=1 |f:4.5,^1:70,72,91,110|. Procedure details: To a solution of 6-(4-methanesulfonyl-piperazin-1-ylmethyl)-2-methylsulfanyl-4-morpholin-4-yl-thieno[3,2-d]pyrimidine (80 mg) in 1,2-dimethoxyethane (10 mL) was added methyl-(5-tributylstannyl-pyrimidin-2-yl)-amine (143 mg) and copper(I)bromide-dimethyl sulfide (74 mg) and the reaction mixture was stirred at room temperature for 10 minutes. Tetrakis(triphenylphosphine)palladium (0) (10 mg) was then added and the reaction mixture was heated at reflux for 16 h. After cooling to room temperature, t...